This data is from the Open Reaction Database (ORD), a public repository of structured organic reaction records. The task is: describe an organic reaction: reactants, conditions, products, and yield Reactants: [Cl-].COC(=O)C=1C=C(C[NH3+])C=CC1 (3-methoxycarbonyl-benzyl-ammonium chloride), COC=1C=C(C(=O)O)C=CC1OC (3,4-Dimethoxybenzoic acid), CCN(C(C)C)C(C)C (Hunig's base), C(CCl)Cl (EDC), C=1C=CC2=C(C1)N=NN2O (HOBt). Solvent: CN(C)C=O (DMF), ClCCl (dichloromethane). Reaction conditions: time 1 hour. Yields the product COC(C1=CC(=CC=C1)CNC(C1=CC(=C(C=C1)OC)OC)=O)=O (3-[(3,4-dimethoxy-benzoylamino)-methyl]-benzoic acid methyl ester). The yield is 103.2%. Reaction SMILES: [CH3:1][O:2][C:3]1[CH:4]=[C:5]([CH:9]=[CH:10][C:11]=1[O:12][CH3:13])[C:6]([OH:8])=O.C(Cl)CCl.C1C=CC2N(O)N=NC=2C=1.CCN(C(C)C)C(C)C.[Cl-].[CH3:38][O:39][C:40]([C:42]1[CH:43]=[C:44]([CH:47]=[CH:48][CH:49]=1)[CH2:45][NH3+:46])=[O:41]>ClCCl.CN(C=O)C>[CH3:38][O:39][C:40](=[O:41])[C:42]1[CH:49]=[CH:48][CH:47]=[C:44]([CH2:45][NH:46][C:6](=[O:8])[C:5]2[CH:9]=[CH:10][C:11]([O:12][CH3:13])=[C:3]([O:2][CH3:1])[CH:4]=2)[CH:43]=1 |f:4.5|. Reported procedure: 3,4-Dimethoxybenzoic acid (400.8 mg, 2.2 mmol), EDC (479 mg, 2.5 mmol) and HOBt (338 mg, 2.5 mmol) were combined in a reaction vial. DMF (2 mL) was added followed by Hunig's base (0.79 mL, 4.5 mmol). The resulting mixture was agitated for 1 hour. Subsequently, 3-methoxycarbonyl-benzyl-ammonium chloride (403.3 mg, 2 mmol) was added and the mixture was agitated 16 h. The reaction mixture was diluted with 10 mL dichloromethane, and the resulting mixture was washed with 1N HCl (2×10 mL), NaHCO3 (sat... The yield is 52.0%. RXN SMILES: [ClH:1].C(OC([N:9]1[CH2:14][CH2:13][O:12][CH:11]([CH2:15][O:16][C:17]2[CH:22]=[CH:21][CH:20]=[CH:19][C:18]=2[CH2:23][CH2:24][C:25]2[CH:30]=[CH:29][CH:28]=[C:27]([O:31][CH3:32])[CH:26]=2)[CH2:10]1)=O)(C)(C)C>O1CCOCC1>[ClH:1].[CH3:32][O:31][C:27]1[CH:26]=[C:25]([CH2:24][CH2:23][C:18]2[CH:19]=[CH:20][CH:21]=[CH:22][C:17]=2[O:16][CH2:15][CH:11]2[O:12][CH2:13][CH2:14][NH:9][CH2:10]2)[CH:30]=[CH:29][CH:28]=1 |f:3.4|. Run at time 16 hour. Solvent: O1CCOCC1 (dioxane), O1CCOCC1 (dioxane). Starting materials: solution, Cl (hydrogen chloride), C(C)(C)(C)OC(=O)N1CC(OCC1)COC1=C(C=CC=C1)CCC1=CC(=CC=C1)OC (4-t-butoxycarbonyl-2-{2-[2-(3-methoxyphenyl)ethyl]phenoxymethyl}morpholine). Procedure details: 2 ml of a 4N solution of hydrogen chloride in dioxane were added to a solution of 0.99 g of 4-t-butoxycarbonyl-2-{2-[2-(3-methoxyphenyl)ethyl]phenoxymethyl}morpholine [prepared as described in step (a) above] in 2 ml of dioxane, and the mixture was allowed to stand at room temperature for 16 hours, after which it was concentrated by distillation under reduced pressure. The resulting residue was dissolved in ethyl acetate, and the solution was allowed to stand at room temperature. The crystals wh... Product: Cl.COC=1C=C(C=CC1)CCC1=C(OCC2CNCCO2)C=CC=C1 (2-{2-[2-(3-Methoxyphenyl)ethyl]phenoxymethyl}morpholine hydrochloride). Starting materials: Clc1ccc(Br)cn1, CC(C)(C)OC(=O)N1CC2CNCC21. Product: CC(C)(C)OC(=O)N1CC2CN(c3ccc(Cl)nc3)CC21. As a reaction SMILES: [Br:15][c:16]1[cH:17][cH:18][c:19]([Cl:22])[n:20][cH:21]1.[CH:1]12[CH2:2][NH:3][CH2:4][CH:5]1[N:6]([C:8](=[O:9])[O:10][C:11]([CH3:12])([CH3:13])[CH3:14])[CH2:7]2>>[CH:1]12[CH2:2][N:3]([c:16]3[cH:17][cH:18][c:19]([Cl:22])[n:20][cH:21]3)[CH2:4][CH:5]1[N:6]([C:8](=[O:9])[O:10][C:11]([CH3:12])([CH3:13])[CH3:14])[CH2:7]2.